This data is from the Open Reaction Database (ORD), a public repository of structured organic reaction records. The task is: describe an organic reaction: reactants, conditions, products, and yield Starting materials: C(CCCCCCC)OC1=CC=C(C=C1)C1=NC=C(C(=N1)O)C(=O)OCC (ethyl 2-(p-octyloxyphenyl)-4-hydroxypyrimidine-5-carboxylate), P(=O)(Cl)(Cl)Cl (phosphorus oxychloride). Product: C(CCCCCCC)OC1=CC=C(C=C1)C1=NC=C(C(=N1)Cl)C(=O)OCC (ethyl 2-(p-octyloxyphenyl)-4-chloropyrimidine-5-carboxylate). Yield: 91.0%. RXN SMILES: [CH2:1]([O:9][C:10]1[CH:15]=[CH:14][C:13]([C:16]2[N:21]=[C:20](O)[C:19]([C:23]([O:25][CH2:26][CH3:27])=[O:24])=[CH:18][N:17]=2)=[CH:12][CH:11]=1)[CH2:2][CH2:3][CH2:4][CH2:5][CH2:6][CH2:7][CH3:8].P(Cl)(Cl)([Cl:30])=O>>[CH2:1]([O:9][C:10]1[CH:15]=[CH:14][C:13]([C:16]2[N:21]=[C:20]([Cl:30])[C:19]([C:23]([O:25][CH2:26][CH3:27])=[O:24])=[CH:18][N:17]=2)=[CH:12][CH:11]=1)[CH2:2][CH2:3][CH2:4][CH2:5][CH2:6][CH2:7][CH3:8]. Reported procedure: Then, 5 g (0.013 mole) of the obtained ethyl 2-(p-octyloxyphenyl)-4-hydroxypyrimidine-5-carboxylate was dissolved in 25 ml of phosphorus oxychloride, and the mixture was refluxed with heating for 3 hours. The excess phosphorus oxychloride was distilled under reduced pressure, and the residue was purified by silica gel chromatography (developing solvent: CHCl3) to give 4.9 g of ethyl 2-(p-octyloxyphenyl)-4-chloropyrimidine-5-carboxylate (yield: 91%). Starting materials: CS(=O)(=O)OCC(C)N1C2=CC=CC=C2SC=2C=CC(=CC12)C#N (2-(2-cyano-10-phenothiazinyl)-1-propyl methanesulphonate), N1CC=CC1 (2,5-dihydropyrrol). Run in C1(=CC=CC=C1)C (toluene). Reaction conditions: time 18 hour. Product: N1(CC=CC1)CC(C)N1C2=CC=CC=C2SC=2C=CC(=CC12)C#N (10-[1-(2,5-dihydro-1-pyrrolyl)-2-propyl]-2-phenothiazinecarbonitrile). Reaction SMILES: CS(O[CH2:6][CH:7]([N:9]1[C:22]2[CH:21]=[C:20]([C:23]#[N:24])[CH:19]=[CH:18][C:17]=2[S:16][C:15]2[C:10]1=[CH:11][CH:12]=[CH:13][CH:14]=2)[CH3:8])(=O)=O.[NH:25]1[CH2:29][CH:28]=[CH:27][CH2:26]1>C1(C)C=CC=CC=1>[N:25]1([CH2:6][CH:7]([N:9]2[C:22]3[CH:21]=[C:20]([C:23]#[N:24])[CH:19]=[CH:18][C:17]=3[S:16][C:15]3[C:10]2=[CH:11][CH:12]=[CH:13][CH:14]=3)[CH3:8])[CH2:29][CH:28]=[CH:27][CH2:26]1. Procedure details: A solution of 2-(2-cyano-10-phenothiazinyl)-1-propyl methanesulphonate, L series (44 g) and 2,5-dihydropyrrol (42.2 g) in anhydrous toluene (250 cc) is heated to 90° C. with stirring for 18 hours. After cooling, the reaction mixture is extracted with distilled water (2×100 cc) and then with N aqueous hydrochloric acid solution (250 cc). The combined acidic aqueous phases are alkalinized with aqueous N sodium hydroxide solution and extracted with ethyl acetate (3×100 cc). The organic phases are c... Reactants: CCOC(=O)NN, CCCCO, Clc1ccc(-c2ccccc2)nn1. The product is CCOC(=O)NNc1ccc(-c2ccccc2)nn1. As a reaction SMILES: [C:14]([NH:15][NH2:16])(=[O:17])[O:18][CH2:19][CH3:20].[CH2:21]([OH:22])[CH2:23][CH2:24][CH3:25].[c:1]1(-[c:7]2[cH:8][cH:9][c:10]([Cl:13])[n:11][n:12]2)[cH:2][cH:3][cH:4][cH:5][cH:6]1>>[c:1]1(-[c:7]2[cH:8][cH:9][c:10]([NH:16][NH:15][C:14](=[O:17])[O:18][CH2:19][CH3:20])[n:11][n:12]2)[cH:2][cH:3][cH:4][cH:5][cH:6]1. Reactants: COC1=CC=C2C=CNC2=C1 (6-methoxy-1H-indole), hydrate, Cl.N1CCC(CC1)=O (4-piperidone hydrochloride), [OH-].[K+] (potassium hydroxide). Run in O (water). Conditions: time 30 minute. The product is COC1=CC=C2C(=CNC2=C1)C=1CCNCC1 (6-methoxy-3-(1,2,3,6-tetrahydropyridin-4-yl)-1H-indole). As a reaction SMILES: [CH3:1][O:2][C:3]1[CH:11]=[C:10]2[C:6]([CH:7]=[CH:8][NH:9]2)=[CH:5][CH:4]=1.Cl.[NH:13]1[CH2:18][CH2:17][C:16](=O)[CH2:15][CH2:14]1.[OH-].[K+]>O>[CH3:1][O:2][C:3]1[CH:11]=[C:10]2[C:6]([C:7]([C:16]3[CH2:17][CH2:18][NH:13][CH2:14][CH:15]=3)=[CH:8][NH:9]2)=[CH:5][CH:4]=1 |f:1.2,3.4|. Reported procedure: A mixture of 20 g of 6-methoxy-1H-indole, 41.75 g of the hydrate of 4-piperidone hydrochloride and 205 ml of 2 N methanolic potassium hydroxide solution was refluxed under an inert atmosphere for 81/2 hours and the mixture was slowly diluted with water to a volume of 1.2 liters. Crystallization began and the mixture was stirred for 30 minutes and then was filtered. The recovered product was rinsed with water and dried at 50° C. under reduced pressure over a desiccant to obtain 23.05 g of 6-metho...